From a dataset of the Open Reaction Database (ORD), a public repository of structured organic reaction records. describe an organic reaction: reactants, conditions, products, and yield Reaction SMILES: [CH2:1]([O:8][C:9]1[C:17]([O:18][CH3:19])=[CH:16][C:12]([C:13](O)=[O:14])=[C:11]([CH2:20][C:21]#[N:22])[CH:10]=1)[C:2]1[CH:7]=[CH:6][CH:5]=[CH:4][CH:3]=1.[NH2:23][C:24]1[CH:28]=[C:27]([CH3:29])[NH:26][N:25]=1>>[CH2:1]([O:8][C:9]1[CH:10]=[C:11]2[C:12](=[CH:16][C:17]=1[O:18][CH3:19])[C:13](=[O:14])[NH:22][C:21]([NH:23][C:24]1[CH:28]=[C:27]([CH3:29])[NH:26][N:25]=1)=[CH:20]2)[C:2]1[CH:7]=[CH:6][CH:5]=[CH:4][CH:3]=1. Starting materials: C(C1=CC=CC=C1)OC1=CC(=C(C(=O)O)C=C1OC)CC#N (4-Benzyloxy-2-cyanomethyl-5-methoxy-benzoic acid), NC1=NNC(=C1)C (3-amino-5-methyl-1H-pyrazole). Product: C(C1=CC=CC=C1)OC=1C=C2C=C(NC(C2=CC1OC)=O)NC1=NNC(=C1)C (6-Benzyloxy-7-methoxy-3-(5-methyl-1H-pyrazol-3-ylamino)-2H-isoquinolin-1-one). Procedure details: Similar procedure as described in example 2c was used, starting from 4-Benzyloxy-2-cyanomethyl-5-methoxy-benzoic acid and 3-amino-5-methyl-1H-pyrazole to give 6-Benzyloxy-7-methoxy-3-(5-methyl-1H-pyrazol-3-ylamino)-2H-isoquinolin-1-one. LC-MS: m/e 377 (MH+). The reactants are C(=O)(O)CN1[C@H](C(=O)N(C([C@@H](N)[C@@H](C)CC)=O)CC2=CC=CC=C2)CCC1 (L-isoleucine, N-[1-(carboxymethyl)-L-prolyl] benzylamide), 4-N,N-dimethylaminopyridine, C1(CCCCC1)N=C=NC1CCCCC1 (1,3-dicyclohexylcarbodiimide), CC(=CCC/C(=C/CC/C(=C/CO)/C)/C)C (trans,trans farnesol). Solvent: ClCCl (dichloromethane). The product is N[C@@H]([C@@H](C)CC)C(=O)O (L-isoleucine). Yield: 114.4%. RXN SMILES: C(CN1CCC[C@H]1C(N(CC1C=CC=CC=1)[C:10](=[O:17])[C@H:11]([C@H:13]([CH2:15][CH3:16])[CH3:14])[NH2:12])=O)(O)=O.C1(N=C=NC2CCCCC2)CCCCC1.CC(C)=CCC/C(/C)=C/CC/C(/C)=C/C[OH:55]>ClCCl>[NH2:12][C@H:11]([C:10]([OH:17])=[O:55])[C@H:13]([CH2:15][CH3:16])[CH3:14]. Procedure: A solution of L-isoleucine, N-[1-(carboxymethyl)-L-prolyl] benzylamide (67 mg, 0.18 mmol), 4-N,N-dimethylaminopyridine (6.1 mg, 0.05 mmol, 0.3 eq), 1,3-dicyclohexylcarbodiimide (64 mg, 0.31 mmol, 1.8 eq) in dichloromethane (2.0 mL) was treated with trans,trans farnesol (55 uL, 0.22 mmol, 1.2 eq). After TLC indicated the reaction was complete, the mixture was purified by HPLC to provide 27 mg (26%) of L-isoleucine, N-[1-(2-[1-(3,7,11-trimethyldodeca-2,6,10-trien-1-ol)]-2-oxoethyl)-L-proline] benz... Starting materials: FC=1C=C(C=CC1)B(O)O ((3-fluorophenyl)boronic acid), ClC=1C(=NC=C(C1)Cl)C#N (3,5-dichloro-2-cyanopyridine), C(=O)([O-])[O-].[K+].[K+] (K2CO3), CN(C=O)C (dimethylformamide), ClC=1C(=NC=C(C1)Cl)C#N (3,5-dichloro-2-cyanopyridine). Reagents/catalysts: C1=CC=C(C=C1)P([C-]2C=CC=C2)C3=CC=CC=C3.C1=CC=C(C=C1)P([C-]2C=CC=C2)C3=CC=CC=C3.Cl[Pd]Cl.[Fe+2] ([1,1′-bis(diphenyphosphino)ferrocene]dichloro-palladium(II)). Solvent: O (water), C(C)(=O)OCC.CO (ethyl acetate methanol). Reaction conditions: temperature 45 celsius, time 18 hour. Product: FC=1C=C(C=CC1)C=1C=C(C(=NC1)C#N)Cl (5-(3-fluorophenyl)-3-chloro-2-cyanopyridine). Reaction SMILES: [F:1][C:2]1[CH:3]=[C:4](B(O)O)[CH:5]=[CH:6][CH:7]=1.[Cl:11][C:12]1[C:13]([C:19]#[N:20])=[N:14][CH:15]=[C:16](Cl)[CH:17]=1.C([O-])([O-])=O.[K+].[K+].CN(C)C=O>C1C=CC(P(C2C=CC=CC=2)[C-]2C=CC=C2)=CC=1.C1C=CC(P(C2C=CC=CC=2)[C-]2C=CC=C2)=CC=1.Cl[Pd]Cl.[Fe+2].C(OCC)(=O)C.CO.O>[F:1][C:2]1[CH:3]=[C:4]([C:16]2[CH:17]=[C:12]([Cl:11])[C:13]([C:19]#[N:20])=[N:14][CH:15]=2)[CH:5]=[CH:6][CH:7]=1 |f:2.3.4,6.7.8.9,10.11|. Procedure details: To a 100 mL round bottom flask that is adapted for magnetic stirring and equipped with a nitrogen inlet is charged (3-fluorophenyl)boronic acid (4.48 g, 32 mmol), 3,5-dichloro-2-cyanopyridine (5.8 g, 34 mmol), K2CO3 (5.5 g, 40 mmol), [1,1′-bis(diphenyphosphino)ferrocene]dichloro-palladium(II) [PdCl2(dppf)] (0.1 g, 0.13 mmol), dimethylformamide (50 mL) and water (5 mL). The reaction solution is agitated and heated to 45° C. and held at that temperature for 18 hours after which the completeness of... Starting materials: CO, O=C(Cc1cccc(Cl)n1)c1ccc(F)cc1, Cl, NO, [Na+], [OH-]. Product: ON=C(Cc1cccc(Cl)n1)c1ccc(F)cc1. Reaction SMILES: [CH3:23][OH:24].[Cl:1][c:2]1[cH:3][cH:4][cH:5][c:6]([CH2:8][C:9](=[O:10])[c:11]2[cH:12][cH:13][c:14]([F:17])[cH:15][cH:16]2)[n:7]1.[ClH:18].[NH2:19][OH:20].[Na+:22].[OH-:21]>>[Cl:1][c:2]1[cH:3][cH:4][cH:5][c:6]([CH2:8][C:9]([c:11]2[cH:12][cH:13][c:14]([F:17])[cH:15][cH:16]2)=[N:19][OH:20])[n:7]1. Starting materials: C([O-])([O-])=O.[K+].[K+] (Potassium carbonate), NC1=C(C=NC2=CC=C(N=C12)OC)O (4-amino-6-methoxy-[1,5]naphthyridin-3-ol), C(C1=CC=CC=C1)OC(N[C@@H]1CC[C@H](CC1)C(CBr)=O)=O ([trans-4-(2-bromo-acetyl)-cyclohexyl]-carbamic acid benzyl ester). Solvent: CN(C=O)C (N,N-dimethylformamide). Conditions: time 4 hour. The product is C(C1=CC=CC=C1)OC(N[C@@H]1CC[C@H](CC1)C1(COC=2C=NC3=CC=C(N=C3C2N1)OC)O)=O ([trans-4-(3-hydroxy-6-methoxy-3,4-dihydro-2H-1-oxa-4,5,9-triaza-phenanthren-3-yl)-cyclohexyl]-carbamic acid benzyl ester). Isolated yield 563.6%. As a reaction SMILES: C(=O)([O-])[O-].[K+].[K+].[NH2:7][C:8]1[C:17]2[C:12](=[CH:13][CH:14]=[C:15]([O:18][CH3:19])[N:16]=2)[N:11]=[CH:10][C:9]=1[OH:20].[CH2:21]([O:28][C:29](=[O:41])[NH:30][C@H:31]1[CH2:36][CH2:35][C@H:34]([C:37](=[O:40])[CH2:38]Br)[CH2:33][CH2:32]1)[C:22]1[CH:27]=[CH:26][CH:25]=[CH:24][CH:23]=1>CN(C)C=O>[CH2:21]([O:28][C:29](=[O:41])[NH:30][C@H:31]1[CH2:36][CH2:35][C@H:34]([C:37]2([OH:40])[NH:7][C:8]3[C:17]4[C:12](=[CH:13][CH:14]=[C:15]([O:18][CH3:19])[N:16]=4)[N:11]=[CH:10][C:9]=3[O:20][CH2:38]2)[CH2:33][CH2:32]1)[C:22]1[CH:23]=[CH:24][CH:25]=[CH:26][CH:27]=1 |f:0.1.2|. Procedure: Potassium carbonate (246 mg, 1.78 mmol, 2.0 eq) is added at room temperature to a stirred solution of 4-amino-6-methoxy-[1,5]naphthyridin-3-ol (170 mg, 0.89 mmol, 1.0 eq) in N,N-dimethylformamide (20 mL), followed by [trans-4-(2-bromo-acetyl)-cyclohexyl]-carbamic acid benzyl ester (315 mg, 0.89 mmol, 1.0 eq). After 4 hours stirring at room temperature, solvent is evaporated and the residue is extracted with ethyl acetate (3×20 mL) and a saturated ammonium chloride aqueous solution (20 mL). The c... The reactants are FC1=C(C#N)C=CC(=C1)O (2-fluoro-4-hydroxybenzonitrile), FC1=C(C#N)C=CC(=C1)O (2-fluoro-4-hydroxybenzonitrile), BrC[C@](C(=O)NC1=CC(=C(C=C1)[N+](=O)[O-])C)(C)O ((2R)-3-bromo-2-hydroxy-2-methyl-N-(3-methyl-4-nitrophenyl)propionamide), C(=O)([O-])[O-].[K+].[K+] (K2CO3), BrC[C@](C(=O)NC1=CC(=C(C=C1)[N+](=O)[O-])C)(C)O ((2R)-3-bromo-2-hydroxy-2-methyl-N-(3-methyl-4-nitrophenyl)propionamide). The reagents and catalysts are [Cl-].C(C1=CC=CC=C1)[N+](CC)(CC)CC (benzyltriethylammonium chloride). Solvent: C(C)C(=O)C (methyl ethyl ketone). The product is C(#N)C1=C(C=C(OC[C@](C(=O)NC2=CC(=C(C=C2)[N+](=O)[O-])C)(C)O)C=C1)F ((2S)-3-(4-Cyano-3-fluorophenoxy)-2-hydroxy-2-methyl-N-(3-methyl-4-nitrophenyl)propionamide). Reaction SMILES: [F:1][C:2]1[CH:9]=[C:8]([OH:10])[CH:7]=[CH:6][C:3]=1[C:4]#[N:5].Br[CH2:12][C@@:13]([OH:28])([CH3:27])[C:14]([NH:16][C:17]1[CH:22]=[CH:21][C:20]([N+:23]([O-:25])=[O:24])=[C:19]([CH3:26])[CH:18]=1)=[O:15].C([O-])([O-])=O.[K+].[K+]>[Cl-].C([N+](CC)(CC)CC)C1C=CC=CC=1.C(C(C)=O)C>[C:4]([C:3]1[CH:6]=[CH:7][C:8]([O:10][CH2:27][C@@:13]([OH:28])([CH3:12])[C:14]([NH:16][C:17]2[CH:22]=[CH:21][C:20]([N+:23]([O-:25])=[O:24])=[C:19]([CH3:26])[CH:18]=2)=[O:15])=[CH:9][C:2]=1[F:1])#[N:5] |f:2.3.4,5.6|. Procedure: (2S)-3-(4-Cyano-3-fluorophenoxy)-2-hydroxy-2-methyl-N-(3-methyl-4-nitrophenyl)propionamide was prepared as described in Example 3 starting from 2-fluoro-4-hydroxybenzonitrile and (2R)-3-bromo-2-hydroxy-2-methyl-N-(3-methyl-4-nitrophenyl)propionamide according to the following procedure. A solution of 2-fluoro-4-hydroxybenzonitrile (0.2 g, 1.4 mmol), (2R)-3-bromo-2-hydroxy-2-methyl-N-(3-methyl-4-nitrophenyl)propionamide (0.37 g, 1.2 mmol), K2CO3 (0.34 g, 2.5 mmol) and benzyltriethylammonium chlor... Starting materials: NC=1SC(=CN1)OC=1C=C(C(=O)OCC)C=CC1 (Ethyl 3-(2-aminothiazol-5-yl)oxybenzoate), [H-].[Al+3].[Li+].[H-].[H-].[H-] (lithium aluminium hydride). Solvent: C1CCOC1 (THF), C1CCOC1 (THF). Yields the product NC=1SC(=CN1)OC=1C=C(C=CC1)CO ([3-(2-aminothiazol-5-yl)oxyphenyl]methanol). Reaction SMILES: [NH2:1][C:2]1[S:3][C:4]([O:7][C:8]2[CH:9]=[C:10]([CH:16]=[CH:17][CH:18]=2)[C:11](OCC)=[O:12])=[CH:5][N:6]=1.[H-].[Al+3].[Li+].[H-].[H-].[H-]>C1COCC1>[NH2:1][C:2]1[S:3][C:4]([O:7][C:8]2[CH:9]=[C:10]([CH2:11][OH:12])[CH:16]=[CH:17][CH:18]=2)=[CH:5][N:6]=1 |f:1.2.3.4.5.6|. Reported procedure: Ethyl 3-(2-aminothiazol-5-yl)oxybenzoate (Preparation 20; 2.0 g, 7,575 mmol) in 20 mL of dry THF was added slowly to stirring suspension of lithium aluminium hydride (0.287 g, 7.575 mmol) in 20 mL of dry THF in inert atmosphere and at 0° C. After complete addition the reaction was allowed to stir at room temperature for 3 hrs. TLC showed complete consumption of ethyl 3-(2-aminothiazol-5-yl)oxybenzoate. To the reaction mixture saturated NH4Cl solution was added and the layers were separated. The ...